Dataset: the Open Reaction Database (ORD), a public repository of structured organic reaction records. Task: describe an organic reaction: reactants, conditions, products, and yield Starting materials: O=CC1=CC(OC)=C(O)C=C1 (Vanillin), [OH-].[Na+] (sodium hydroxide), ClCCO (2-Chloroethanol). Run in O (water). Product: OCCOC1=C(C=C(C=O)C=C1)OC (4-(2-Hydroxyethoxy)3-methoxybenzaldehyde). As a reaction SMILES: [O:1]=[CH:2][C:3]1[CH:11]=[CH:10][C:8]([OH:9])=[C:5]([O:6][CH3:7])[CH:4]=1.[OH-].[Na+].Cl[CH2:15][CH2:16][OH:17]>O>[OH:17][CH2:16][CH2:15][O:9][C:8]1[CH:10]=[CH:11][C:3]([CH:2]=[O:1])=[CH:4][C:5]=1[O:6][CH3:7] |f:1.2|. Procedure: Vanillin (15.2 g, 0.01 m), water (70 mL), and sodium hydroxide (5.0 g, 0.0125 m) are mixed and stirred for a few minutes until solution is completed. 2-Chloroethanol (9.7 g, 0.012 m) is added and the reaction mixture heated at reflux for 16 hours and then cooled. The solid product is collected by filtration, washed with water, dried, and finally recrystallized from toluene. The yield is 13.0 g (69.9% of the theoretical yield). The reactants are CC#CCCOc1nsnc1-c1cccnc1, CI, CC(C)=O. The product is CC#CCCOc1nsnc1-c1ccc[n+](C)c1, [I-]. RXN SMILES: [CH2:3]([CH2:4][C:5]#[C:6][CH3:7])[O:8][c:9]1[c:10](-[c:14]2[cH:15][n:16][cH:17][cH:18][cH:19]2)[n:11][s:12][n:13]1.[CH3:1][I:2].[CH3:20][C:21](=[O:22])[CH3:23]>>[CH3:1][n+:16]1[cH:15][c:14](-[c:10]2[c:9]([O:8][CH2:3][CH2:4][C:5]#[C:6][CH3:7])[n:13][s:12][n:11]2)[cH:19][cH:18][cH:17]1.[I-:2].